Task: describe an organic reaction: reactants, conditions, products, and yield. Dataset: the Open Reaction Database (ORD), a public repository of structured organic reaction records Reactants: COc1cc(OCCN2CCN(C)CC2)ccc1[N+](=O)[O-], CO. The product is COc1cc(OCCN2CCN(C)CC2)ccc1N. Reaction SMILES: [CH3:1][N:2]1[CH2:3][CH2:4][N:5]([CH2:8][CH2:9][O:10][c:11]2[cH:12][c:13]([O:20][CH3:21])[c:14]([N+:17]([O-:18])=[O:19])[cH:15][cH:16]2)[CH2:6][CH2:7]1.[CH3:22][OH:23]>>[CH3:1][N:2]1[CH2:3][CH2:4][N:5]([CH2:8][CH2:9][O:10][c:11]2[cH:12][c:13]([O:20][CH3:21])[c:14]([NH2:17])[cH:15][cH:16]2)[CH2:6][CH2:7]1. The reactants are O=C1NC(=O)c2ccccc21, COC(=O)C=C(CCl)OC, [K], CN(C)C=O, O. Yields the product COC(=O)C=C(CN1C(=O)c2ccccc2C1=O)OC. Reaction SMILES: [C:1]1(=[O:11])[c:2]2[c:3]([cH:7][cH:8][cH:9][cH:10]2)[C:4](=[O:6])[NH:5]1.[Cl:13][CH2:14][C:15](=[CH:16][C:17](=[O:18])[O:19][CH3:20])[O:21][CH3:22].[K:12].[O:24]=[CH:25][N:26]([CH3:27])[CH3:28].[OH2:23]>>[C:1]1(=[O:11])[c:2]2[c:3]([cH:7][cH:8][cH:9][cH:10]2)[C:4](=[O:6])[N:5]1[CH2:14][C:15](=[CH:16][C:17](=[O:18])[O:19][CH3:20])[O:21][CH3:22]. The reactants are CCN(CC)CCNC(=O)C1=C(NC(=C1C)/C=C\2/C3=C(C=CC(=C3)F)NC2=O)C (Sunitinib base), C(C)(C)OC(C)C (diisopropyl ether). Solvent: C(C)(=O)O (acetic acid). Reaction conditions: temperature 20 celsius, time 5 minute. Product: CCN(CC)CCNC(=O)C=1C(=C(NC1C)/C=C\2/C=3C=C(C=CC3NC2=O)F)C.C(C)(=O)[O-] (Sunitinib Acetate). RXN SMILES: [CH3:1][CH2:2][N:3]([CH2:6][CH2:7][NH:8][C:9]([C:11]1[C:15]([CH3:16])=[C:14](/[CH:17]=[C:18]2/[C:19]3[CH:24]=[C:23]([F:25])[CH:22]=[CH:21][C:20]=3[NH:26][C:27]/2=[O:28])[NH:13][C:12]=1[CH3:29])=[O:10])[CH2:4][CH3:5].C([O:33][CH:34]([CH3:36])C)(C)C>C(O)(=O)C>[CH3:1][CH2:2][N:3]([CH2:6][CH2:7][NH:8][C:9]([C:11]1[C:15]([CH3:16])=[C:14](/[CH:17]=[C:18]2/[C:19]3[CH:24]=[C:23]([F:25])[CH:22]=[CH:21][C:20]=3[NH:26][C:27]/2=[O:28])[NH:13][C:12]=1[CH3:29])=[O:10])[CH2:4][CH3:5].[C:34]([O-:10])(=[O:33])[CH3:36] |f:3.4|. Procedure: Sunitinib base (1.3 g) was dissolved in acetic acid (10 ml) by stirring for 5 min at 20° C. Then diisopropyl ether (20 min) was added within 30 min with stirring. Then the solution was filtered and t-butyl methyl ether (50 ml) was added to the stirred solution within 5 min. The orange precipitate thus formed was recovered by filtration, washed with t-butyl methyl ether (50 ml) and dried on air for 12 h at 20° C. (Yield 1.425 g). Reactants: O=C1c2ccccc2S(=O)(=O)N1CCCCBr, CC(C)(C)c1ccc2oc(=O)n(C3CCNCC3)c2c1, Cl. The product is CC(C)(C)c1ccc2oc(=O)n(C3CCN(CCCCN4C(=O)c5ccccc5S4(=O)=O)CC3)c2c1. Reaction SMILES: [Br:22][CH2:23][CH2:24][CH2:25][CH2:26][N:27]1[S:28](=[O:37])(=[O:38])[c:29]2[c:30]([cH:33][cH:34][cH:35][cH:36]2)[C:31]1=[O:32].[C:2]([CH3:3])([CH3:4])([CH3:5])[c:6]1[cH:7][cH:8][c:9]2[c:10]([n:11]([CH:15]3[CH2:16][CH2:17][NH:18][CH2:19][CH2:20]3)[c:12](=[O:14])[o:13]2)[cH:21]1.[ClH:1]>>[C:2]([CH3:3])([CH3:4])([CH3:5])[c:6]1[cH:7][cH:8][c:9]2[c:10]([n:11]([CH:15]3[CH2:16][CH2:17][N:18]([CH2:23][CH2:24][CH2:25][CH2:26][N:27]4[S:28](=[O:37])(=[O:38])[c:29]5[c:30]([cH:33][cH:34][cH:35][cH:36]5)[C:31]4=[O:32])[CH2:19][CH2:20]3)[c:12](=[O:14])[o:13]2)[cH:21]1. Procedure: The title compound, MS: m/e=363.1 (M+H+), was prepared in accordance with the general method of example 1 from 4-(3-chloro-phenylethynyl)-2-methyl-1H-imidazole and 2-chloro-4-(trifluoromethyl)pyrimidine. Starting materials: ClC=1C=C(C=CC1)C#CC=1N=C(NC1)C (4-(3-chloro-phenylethynyl)-2-methyl-1H-imidazole), ClC1=NC=CC(=N1)C(F)(F)F (2-chloro-4-(trifluoromethyl)pyrimidine). Yields the product ClC=1C=C(C=CC1)C#CC=1N=C(N(C1)C1=NC=CC(=N1)C(F)(F)F)C (2-[4-(3-Chloro-phenylethynyl)-2-methyl-imidazol-1-yl]-4-trifluoromethyl-pyrimidine). As a reaction SMILES: [Cl:1][C:2]1[CH:3]=[C:4]([C:8]#[C:9][C:10]2[N:11]=[C:12]([CH3:15])[NH:13][CH:14]=2)[CH:5]=[CH:6][CH:7]=1.Cl[C:17]1[N:22]=[C:21]([C:23]([F:26])([F:25])[F:24])[CH:20]=[CH:19][N:18]=1>>[Cl:1][C:2]1[CH:3]=[C:4]([C:8]#[C:9][C:10]2[N:11]=[C:12]([CH3:15])[N:13]([C:17]3[N:22]=[C:21]([C:23]([F:26])([F:25])[F:24])[CH:20]=[CH:19][N:18]=3)[CH:14]=2)[CH:5]=[CH:6][CH:7]=1. Starting materials: [Al+3], [Cl-], [Cl-], [Cl-], ClCCCl, CC(Cl)Cl, ClCCl, O=C1OC(=O)c2ccccc21, COC(=O)CCCCc1ccc(O)cc1O. The product is COC(=O)CCCCc1cc(C(=O)c2ccccc2C(=O)O)c(O)cc1O. RXN SMILES: [Al+3:17].[Cl-:16].[Cl-:18].[Cl-:19].[Cl:12][CH2:13][CH2:14][Cl:15].[Cl:36][CH:37]([Cl:38])[CH3:39].[Cl:40][CH2:41][Cl:42].[O:1]=[C:2]1[O:3][C:4](=[O:5])[c:6]2[cH:7][cH:8][cH:9][cH:10][c:11]21.[OH:20][c:21]1[c:22]([CH2:28][CH2:29][CH2:30][CH2:31][C:32](=[O:33])[O:34][CH3:35])[cH:23][cH:24][c:25]([OH:27])[cH:26]1>>[O:1]=[C:2]([OH:3])[c:11]1[c:6]([C:4](=[O:5])[c:24]2[cH:23][c:22]([CH2:28][CH2:29][CH2:30][CH2:31][C:32](=[O:33])[O:34][CH3:35])[c:21]([OH:20])[cH:26][c:25]2[OH:27])[cH:7][cH:8][cH:9][cH:10]1. Reactants: CC1=C(C=CC=C1)C1=C(C=C(C=C1)C(=O)O)C(F)(F)F (2′-methyl-2-(trifluoromethyl) biphenyl-4-carboxylic acid), NC(C1=CC=C2CCN(CC2=C1)CC(=O)OC(C)(C)C)=NO (tert-butyl [7-[amino(hydroxyimino)methyl]-3,4-dihydroisoquinolin-2(1H)-yl]acetate). Run in CCOC(=O)C (EtOAc). The product is CC1=C(C=CC=C1)C1=C(C=C(C=C1)C1=NC(=NO1)C1=CC=C2CCN(CC2=C1)CC(=O)OC(C)(C)C)C(F)(F)F (tert-butyl [7-{5-[2′-methyl-2-(trifluoromethyl)biphenyl-4-yl]-1,2,4-oxadiazol-3-yl}-3,4-dihydroisoquinolin-2(1H)-yl]acetate). As a reaction SMILES: [CH3:1][C:2]1[CH:7]=[CH:6][CH:5]=[CH:4][C:3]=1[C:8]1[CH:13]=[CH:12][C:11]([C:14](O)=O)=[CH:10][C:9]=1[C:17]([F:20])([F:19])[F:18].[NH2:21][C:22](=[N:41][OH:42])[C:23]1[CH:32]=[C:31]2[C:26]([CH2:27][CH2:28][N:29]([CH2:33][C:34]([O:36][C:37]([CH3:40])([CH3:39])[CH3:38])=[O:35])[CH2:30]2)=[CH:25][CH:24]=1>CCOC(C)=O>[CH3:1][C:2]1[CH:7]=[CH:6][CH:5]=[CH:4][C:3]=1[C:8]1[CH:13]=[CH:12][C:11]([C:14]2[O:42][N:41]=[C:22]([C:23]3[CH:32]=[C:31]4[C:26]([CH2:27][CH2:28][N:29]([CH2:33][C:34]([O:36][C:37]([CH3:38])([CH3:39])[CH3:40])=[O:35])[CH2:30]4)=[CH:25][CH:24]=3)[N:21]=2)=[CH:10][C:9]=1[C:17]([F:18])([F:20])[F:19]. Procedure details: Title compound was prepared following general procedure 2 starting from Intermediate 24 (168 mg; 0.6 mmol) and Intermediate 5 (174 mg; 0.6 mmol). The reaction mixture was diluted with EtOAc, washed with water and brine and evaporated under vacuum. Purification with MD-Autoprep afforded the title compound as a yellow oil. LC/MS (method B): 550.1 (M+H)+. HPLC (Method A) Rt 4.95 min.